From a dataset of the Open Reaction Database (ORD), a public repository of structured organic reaction records. describe an organic reaction: reactants, conditions, products, and yield Reactants: COC(=O)c1ccc(N2CCS(=O)(=O)CC2)nc1, CO, [K+], [OH-]. The product is O=C(O)c1ccc(N2CCS(=O)(=O)CC2)nc1. RXN SMILES: [CH3:1][O:2][C:3]([c:4]1[cH:5][n:6][c:7]([N:10]2[CH2:11][CH2:12][S:13](=[O:16])(=[O:17])[CH2:14][CH2:15]2)[cH:8][cH:9]1)=[O:18].[CH3:21][OH:22].[K+:20].[OH-:19]>>[O:2]=[C:3]([c:4]1[cH:5][n:6][c:7]([N:10]2[CH2:11][CH2:12][S:13](=[O:16])(=[O:17])[CH2:14][CH2:15]2)[cH:8][cH:9]1)[OH:18]. The reactants are CN, Cl, Cc1nc2c(OC3CCOc4cc(F)cc(F)c43)cc(C(=O)O)cc2n1C. Product: CNC(=O)c1cc(OC2CCOc3cc(F)cc(F)c32)c2nc(C)n(C)c2c1. As a reaction SMILES: [CH3:29][NH2:30].[ClH:28].[F:1][c:2]1[c:3]2[c:8]([cH:9][c:10]([F:12])[cH:11]1)[O:7][CH2:6][CH2:5][CH:4]2[O:13][c:14]1[cH:15][c:16]([C:25](=[O:26])[OH:27])[cH:17][c:18]2[n:19]([CH3:24])[c:20]([CH3:23])[n:21][c:22]12>>[F:1][c:2]1[c:3]2[c:8]([cH:9][c:10]([F:12])[cH:11]1)[O:7][CH2:6][CH2:5][CH:4]2[O:13][c:14]1[cH:15][c:16]([C:25](=[O:27])[NH:30][CH3:29])[cH:17][c:18]2[n:19]([CH3:24])[c:20]([CH3:23])[n:21][c:22]12.